From a dataset of the Open Reaction Database (ORD), a public repository of structured organic reaction records. describe an organic reaction: reactants, conditions, products, and yield Reactants: CC(C)(C)c1cc(C=O)cc(C(C)(C)C)c1O, CC(=O)O, O=C1CNC(=O)N1, O. Yields the product CC(C)(C)c1cc(C=C2NC(=O)NC2=O)cc(C(C)(C)C)c1O. RXN SMILES: [C:1]([CH3:2])([CH3:3])([CH3:4])[c:5]1[cH:6][c:7]([CH:8]=[O:9])[cH:10][c:11]([C:14]([CH3:15])([CH3:16])[CH3:17])[c:12]1[OH:13].[CH3:25][C:26](=[O:27])[OH:28].[O:18]=[C:19]1[CH2:20][NH:21][C:22](=[O:23])[NH:24]1.[OH2:29]>>[C:1]([CH3:2])([CH3:3])([CH3:4])[c:5]1[cH:6][c:7]([CH:8]=[C:20]2[C:19](=[O:18])[NH:24][C:22](=[O:23])[NH:21]2)[cH:10][c:11]([C:14]([CH3:15])([CH3:16])[CH3:17])[c:12]1[OH:13]. The reactants are C=1(C(C(=O)O)=CC=CC1)C=1C(C(=O)O)=CC=CC1 (diphenic acid). Run in S(O)(O)(=O)=O (sulfuric acid). Reaction conditions: temperature 70 celsius. Product: C1=CC=C2C(=C1)C3=C(C2=O)C=CC=C3C(=O)O (9-fluorenone-4-carboxylic acid). RXN SMILES: [C:1]1([C:10]2[C:11](=[CH:15][CH:16]=[CH:17][CH:18]=2)[C:12]([OH:14])=[O:13])[C:2](=[CH:6][CH:7]=[CH:8][CH:9]=1)[C:3]([OH:5])=O>S(=O)(=O)(O)O>[CH:8]1[CH:9]=[C:1]2[C:10]3[C:11]([C:12]([OH:14])=[O:13])=[CH:15][CH:16]=[CH:17][C:18]=3[C:3](=[O:5])[C:2]2=[CH:6][CH:7]=1. Procedure details: The following steps are suitable for synthesizing some charge transport materials of this invention involving a linking reaction as described in the following. In the first step, diphenic acid or its derivative is dissolved in large access of concentrated sulfuric acid and the solution is heated at approximately 70° C. for about 10 minutes. The product, 9-fluorenone-4-carboxylic acid or its derivative, is isolated. In the second step, 9-fluorenone-4-carboxylic acid or its derivative is chlorinat... The reactants are CC(C)(C)OC(=O)N1C(NCc2ccccc2)=NC(c2ccc(F)cc2)C1c1ccc(F)cc1, CCOC(C)=O, Cl. Product: Cl, Fc1ccc(C2N=C(NCc3ccccc3)NC2c2ccc(F)cc2)cc1. As a reaction SMILES: [C:2]([O:3][C:4](=[O:5])[N:9]1[C:10]([NH:28][CH2:29][c:30]2[cH:31][cH:32][cH:33][cH:34][cH:35]2)=[N:11][CH:12]([c:21]2[cH:22][cH:23][c:24]([F:27])[cH:25][cH:26]2)[CH:13]1[c:14]1[cH:15][cH:16][c:17]([F:20])[cH:18][cH:19]1)([CH3:6])([CH3:7])[CH3:8].[CH3:36][CH2:37][O:38][C:39]([CH3:40])=[O:41].[ClH:1]>>[ClH:1].[N:9]1=[C:10]([NH:28][CH2:29][c:30]2[cH:31][cH:32][cH:33][cH:34][cH:35]2)[NH:11][CH:12]([c:21]2[cH:22][cH:23][c:24]([F:27])[cH:25][cH:26]2)[CH:13]1[c:14]1[cH:15][cH:16][c:17]([F:20])[cH:18][cH:19]1. The reactants are ClC=1C(=C(C(=C(C1)C(C)=O)OC)B1OC(C(O1)(C)C)(C)C)C (1-[5-chloro-2-methoxy-4-methyl-3-(4,4,5,5-tetramethyl-1,3,2-dioxaborolan-2-yl)phenyl]ethanone), BrC=1N=CSC1 (4-bromo-1,3-thiazole), C([O-])([O-])=O.[Na+].[Na+] (sodium carbonate). The reagents and catalysts are C=1C=CC(=CC1)[P](C=2C=CC=CC2)(C=3C=CC=CC3)[Pd]([P](C=4C=CC=CC4)(C=5C=CC=CC5)C=6C=CC=CC6)([P](C=7C=CC=CC7)(C=8C=CC=CC8)C=9C=CC=CC9)[P](C=1C=CC=CC1)(C=1C=CC=CC1)C=1C=CC=CC1 (tetrakis(triphenylphosphine)palladium(0)). Solvent: O1CCOCC1 (1,4-dioxane). Conditions: temperature 95 celsius. Yields the product ClC=1C(=C(C(=C(C1)C(C)=O)OC)C=1N=CSC1)C (1-[5-Chloro-2-methoxy-4-methyl-3-(1,3-thiazol-4-yl)phenyl]ethanone). Reaction SMILES: [Cl:1][C:2]1[C:3]([CH3:22])=[C:4](B2OC(C)(C)C(C)(C)O2)[C:5]([O:11][CH3:12])=[C:6]([C:8](=[O:10])[CH3:9])[CH:7]=1.Br[C:24]1[N:25]=[CH:26][S:27][CH:28]=1.C(=O)([O-])[O-].[Na+].[Na+]>C1C=CC([P]([Pd]([P](C2C=CC=CC=2)(C2C=CC=CC=2)C2C=CC=CC=2)([P](C2C=CC=CC=2)(C2C=CC=CC=2)C2C=CC=CC=2)[P](C2C=CC=CC=2)(C2C=CC=CC=2)C2C=CC=CC=2)(C2C=CC=CC=2)C2C=CC=CC=2)=CC=1.O1CCOCC1>[Cl:1][C:2]1[C:3]([CH3:22])=[C:4]([C:24]2[N:25]=[CH:26][S:27][CH:28]=2)[C:5]([O:11][CH3:12])=[C:6]([C:8](=[O:10])[CH3:9])[CH:7]=1 |f:2.3.4,^1:38,40,59,78|. Procedure details: Into a microwave vial was added 1-[5-chloro-2-methoxy-4-methyl-3-(4,4,5,5-tetramethyl-1,3,2-dioxaborolan-2-yl)phenyl]ethanone (0.040 g, 0.12 mmol), 4-bromo-1,3-thiazole (0.024 g, 0.15 mmol), 1 M sodium carbonate solution (0.30 mL, 0.31 mmol), 1,4-dioxane (1 mL) and tetrakis(triphenylphosphine)palladium(0) (8.5 mg, 0.0074 mmol). The mixture was bubbled with N2 for 5 minutes, and then heated at 95° C. overnight. The cooled reaction was purified on silica gel column (eluting with 0 to 30% EtOAc in ... Starting materials: OC=1C(=NC=CC1)C(=O)OC (methyl 3-hydroxypicolinate), BrBr (bromine), CCOCC (Ether). Solvent: O (water). The product is BrC1=CC=C(C(=N1)C(=O)OC)O (methyl 6-bromo-3-hydroxypicolinate). Isolated yield 70.7%. Reaction SMILES: [OH:1][C:2]1[C:3]([C:8]([O:10][CH3:11])=[O:9])=[N:4][CH:5]=[CH:6][CH:7]=1.[Br:12]Br.CCOCC>O>[Br:12][C:5]1[N:4]=[C:3]([C:8]([O:10][CH3:11])=[O:9])[C:2]([OH:1])=[CH:7][CH:6]=1. Procedure: To a mechanically stirred solution of methyl 3-hydroxypicolinate (30.6 g) in water (800 mL) was slowly added bromine (32 g) over a 30 minute period. After the addition was complete, stirring was continued for an additional hour. Ether (300 mL) was added and stirring continued until all the solids had dissolved. The organic layer was separated and the aqueous phase extracted with ether (200 mL). The organic phases were combined, dried (MgSO4) and the solvent evaporated to give 32.8 g of methyl 6-... Reactants: CO, CON, Cl, [Na+], [OH-], O, CC1=CC(N2CCCCC2)C(O)C(C)(C)CC1=O, c1ccncc1. Product: CON=C1CC(C)(C)C(O)C(N2CCCCC2)C=C1C. RXN SMILES: [CH3:1][OH:2].[CH3:22][O:23][NH2:24].[ClH:21].[Na+:26].[OH-:25].[OH2:27].[OH:3][CH:4]1[CH:5]([N:15]2[CH2:16][CH2:17][CH2:18][CH2:19][CH2:20]2)[CH:6]=[C:7]([CH3:14])[C:8](=[O:13])[CH2:9][C:10]1([CH3:11])[CH3:12].[cH:28]1[cH:29][cH:30][n:31][cH:32][cH:33]1>>[OH:3][CH:4]1[CH:5]([N:15]2[CH2:16][CH2:17][CH2:18][CH2:19][CH2:20]2)[CH:6]=[C:7]([CH3:14])[C:8](=[N:24][O:23][CH3:22])[CH2:9][C:10]1([CH3:11])[CH3:12]. The reactants are CC(=O)OCc1nc(=O)c2sc(N3CCOCC3)nc2n1Cc1cccc(C(F)(F)F)c1C, O=C1NC(=O)c2ccccc21, CCOC(=O)N=NC(=O)OCC, C1CCOC1, c1ccc(P(c2ccccc2)c2ccccc2)cc1. Product: Cc1c(Cn2c(CN3C(=O)c4ccccc4C3=O)nc(=O)c3sc(N4CCOCC4)nc32)cccc1C(F)(F)F. RXN SMILES: [C:13]([O:14][CH2:17][c:18]1[n:19][c:20](=[O:45])[c:21]2[c:22]([n:23]1[CH2:24][c:25]1[c:26]([CH3:35])[c:27]([C:31]([F:32])([F:33])[F:34])[cH:28][cH:29][cH:30]1)[n:36][c:37]([N:39]1[CH2:40][CH2:41][O:42][CH2:43][CH2:44]1)[s:38]2)(=[O:15])[CH3:16].[C:46]1(=[O:56])[NH:47][C:48](=[O:55])[c:49]2[cH:50][cH:51][cH:52][cH:53][c:54]21.[O:1]=[C:2]([O:3][CH2:4][CH3:5])[N:6]=[N:7][C:8]([O:9][CH2:10][CH3:11])=[O:12].[O:76]1[CH2:77][CH2:78][CH2:79][CH2:80]1.[c:57]1([P:58]([c:59]2[cH:60][cH:61][cH:62][cH:63][cH:64]2)[c:65]2[cH:66][cH:67][cH:68][cH:69][cH:70]2)[cH:71][cH:72][cH:73][cH:74][cH:75]1>>[CH2:17]([c:18]1[n:19][c:20](=[O:45])[c:21]2[c:22]([n:23]1[CH2:24][c:25]1[c:26]([CH3:35])[c:27]([C:31]([F:32])([F:33])[F:34])[cH:28][cH:29][cH:30]1)[n:36][c:37]([N:39]1[CH2:40][CH2:41][O:42][CH2:43][CH2:44]1)[s:38]2)[N:47]1[C:46](=[O:56])[c:54]2[c:49]([cH:50][cH:51][cH:52][cH:53]2)[C:48]1=[O:55]. Reactants: [O-]S(=O)(=S)[O-].[Na+].[Na+] (Na2S2O3), [OH-].[K+] (KOH), N1N=CC2=CC(=CC=C12)C1CCN(CC1)C(=O)OC(C)(C)C (tert-butyl 4-(1H-indazol-5-yl)piperidine-1-carboxylate), II (iodine). Solvent: CN(C)C=O (DMF). Product: IC1=NNC2=CC=C(C=C12)C1CCN(CC1)C(=O)OC(C)(C)C (tert-butyl 4-(3-iodo-1H-indazol-5-yl)piperidine-1-carboxylate). Yield: 79.8%. As a reaction SMILES: [OH-].[K+].[NH:3]1[C:11]2[C:6](=[CH:7][C:8]([CH:12]3[CH2:17][CH2:16][N:15]([C:18]([O:20][C:21]([CH3:24])([CH3:23])[CH3:22])=[O:19])[CH2:14][CH2:13]3)=[CH:9][CH:10]=2)[CH:5]=[N:4]1.[I:25]I.[O-]S([O-])(=S)=O.[Na+].[Na+]>CN(C=O)C>[I:25][C:5]1[C:6]2[C:11](=[CH:10][CH:9]=[C:8]([CH:12]3[CH2:17][CH2:16][N:15]([C:18]([O:20][C:21]([CH3:24])([CH3:23])[CH3:22])=[O:19])[CH2:14][CH2:13]3)[CH:7]=2)[NH:3][N:4]=1 |f:0.1,4.5.6|. Procedure: KOH (141.5 mg; 2.52 mmol; 3.8 eq.) pellets were added in small portion during 10 min to a solution of tert-butyl 4-(1H-indazol-5-yl)piperidine-1-carboxylate (200 mg; 0.66 mmol; 1.0 eq.) and iodine (0.34 g; 1.33 mmol; 2.0 eq.) in dry DMF (6 mL). The reaction mixture was stirred O/N at RT. It was then poured into a saturated solution of Na2S2O3 (100 mL) and extracted three times with ether. Combined organic layers were washed with water, brine, dried over magnesium sulfate, filtered and concentrat... The reactants are C1(CCCCC1)N(C(NC=1SC(=CN1)SCC(=O)O)=O)[C@@H]1CC[C@H](CC1)COC ({2-[3-cyclohexyl-3-(trans-4-methoxymethyl-cyclohexyl)-ureido]-thiazol-5-ylsulfanyl}-acetic acid), C1(CCCCC1)N[C@@H]1CC[C@H](CC1)COCC (cyclohexyl-(trans-4-ethoxymethyl-cyclohexyl)-amine), C(C)OC(C(C)SC1=CN=C(S1)N)=O ((2-amino-thiazol-5-ylsulfanyl)-propionic acid ethyl ester). Yields the product C1(CCCCC1)N(C(NC=1SC(=CN1)SCCC(=O)O)=O)[C@@H]1CC[C@H](CC1)COCC (3-{2-[3-Cyclohexyl-3-(trans-4-ethoxymethyl-cyclohexyl)-ureido]-thiazol-5-ylsulfanyl}-propionic acid). Reaction SMILES: [CH:1]1([N:7]([C@H:21]2[CH2:26][CH2:25][C@H:24]([CH2:27][O:28][CH3:29])[CH2:23][CH2:22]2)[C:8](=[O:20])[NH:9][C:10]2[S:11][C:12]([S:15][CH2:16]C(O)=O)=[CH:13][N:14]=2)[CH2:6][CH2:5][CH2:4][CH2:3][CH2:2]1.[CH:30]1(N[C@H]2CC[C@H](COCC)CC2)CCCCC1.C([O:49][C:50](=[O:60])[CH:51](SC1SC(N)=NC=1)C)C>>[CH:1]1([N:7]([C@H:21]2[CH2:22][CH2:23][C@H:24]([CH2:27][O:28][CH2:29][CH3:30])[CH2:25][CH2:26]2)[C:8](=[O:20])[NH:9][C:10]2[S:11][C:12]([S:15][CH2:16][CH2:51][C:50]([OH:60])=[O:49])=[CH:13][N:14]=2)[CH2:2][CH2:3][CH2:4][CH2:5][CH2:6]1. Procedure details: Prepared in a similar manner to {2-[3-cyclohexyl-3-(trans-4-methoxymethyl-cyclohexyl)-ureido]-thiazol-5-ylsulfanyl}-acetic acid via cyclohexyl-(trans-4-ethoxymethyl-cyclohexyl)-amine and (2-amino-thiazol-5-ylsulfanyl)-propionic acid ethyl ester to give the title compound. Run in C(C)O (ethanol). Product: Cl.CC1N(C(CC1)C)CC(C)N1C2=CC=CC=C2SC=2C=CC(=CC12)C(NCCC)=S (10-{(2RS)-1-[(2 RS,5RS)-2,5-Dimethyl-1-pyrrolidinyl]-2-propyl}-N-propyl-2-phenothiazinecarbothioamide hydrochloride). The reactants are Cl.CC1N(C(CC1)C)CC(C)N1C2=CC=CC=C2SC=2C=CC(=CC12)C(N)=S (10-((2RS)-1-[(2RS,5RS)-2,5-dimethyl-1-pyrrolidinyl]-2-propyl}-2-phenothiazinecarbothioamide hydrochloride), C(CC)N (propylamine), S (hydrogen sulphide). Procedure details: A solution of 10-((2RS)-1-[(2RS,5RS)-2,5-dimethyl-1-pyrrolidinyl]-2-propyl}-2-phenothiazinecarbothioamide hydrochloride (0.9 g) and propylamine (2.9 cc) in absolute ethanol (20 cc) is saturated with hydrogen sulphide and heated for 12 hours to a temperature in the region of 120° C. After cooling, the solution obtained is purged with nitrogen and concentrated to dryness under reduced pressure (30 mm Hg; 4 kPa) at 40° C. The residue is dissolved in ethyl acetate (100 cc) and I the solution is wash... Reaction SMILES: [ClH:1].[CH3:2][CH:3]1[CH2:7][CH2:6][CH:5]([CH3:8])[N:4]1[CH2:9][CH:10]([N:12]1[C:25]2[CH:24]=[C:23]([C:26](=[S:28])[NH2:27])[CH:22]=[CH:21][C:20]=2[S:19][C:18]2[C:13]1=[CH:14][CH:15]=[CH:16][CH:17]=2)[CH3:11].[CH2:29](N)[CH2:30][CH3:31].S>C(O)C>[ClH:1].[CH3:8][CH:5]1[CH2:6][CH2:7][CH:3]([CH3:2])[N:4]1[CH2:9][CH:10]([N:12]1[C:25]2[CH:24]=[C:23]([C:26](=[S:28])[NH:27][CH2:29][CH2:30][CH3:31])[CH:22]=[CH:21][C:20]=2[S:19][C:18]2[C:13]1=[CH:14][CH:15]=[CH:16][CH:17]=2)[CH3:11] |f:0.1,5.6|. Conditions: temperature 120 celsius.